Dataset: the Open Reaction Database (ORD), a public repository of structured organic reaction records. Task: describe an organic reaction: reactants, conditions, products, and yield Reactants: C(C)(C)C=1C=CC=C2C(C(NC12)=O)=O (7-isopropyl-1H-indole-2,3-dione), solution, [BH4-].[Li+] (lithium borohydride). Run in O1CCCC1 (tetrahydrofuran), O1CCCC1 (tetrahydrofuran). Reaction conditions: temperature 90 celsius. Product: C(C)(C)C=1C=CC=C2C=CNC12 (7-isopropyl-1H-indole). Reaction SMILES: [CH:1]([C:4]1[CH:5]=[CH:6][CH:7]=[C:8]2[C:12]=1[NH:11][C:10](=O)[C:9]2=O)([CH3:3])[CH3:2].[BH4-].[Li+]>O1CCCC1>[CH:1]([C:4]1[CH:5]=[CH:6][CH:7]=[C:8]2[C:12]=1[NH:11][CH:10]=[CH:9]2)([CH3:3])[CH3:2] |f:1.2|. Reported procedure: To a solution of 7-isopropyl-1H-indole-2,3-dione (2.97 g, 15.7 mmol) in tetrahydrofuran (20 mL) was dropped 2.0 M solution of lithium borohydride in tetrahydrofuran (15 mL, 30 mmol). The mixture was heated at 90° C. for 4 hours. It was quenched with 5% HCl, followed by saturated sodium bicarbonate. It was extracted with ethyl acetate. The extracts were dried over magnesium sulfate and evaporated to dryness to provide a crude 7-isopropyl-1H-indole. To a solution of the crude 7-isopropyl-1H-indole... Reactants: C(C)(=O)O (acetic acid), C(C)(=O)OC(C)=O (acetic anhydride), [Si](C)(C)(C(C)(C)C)O[C@H](C)[C@H]1C(N[C@@H]1O[Si](C)(C)C)=O ((3R,4R)-3-[(R)-1-tert-butyldimethylsilyloxyethyl]-4-trimethylsilyloxyazetidin-2-one). Reagents/catalysts: CN(C1=CC=NC=C1)C (4-dimethylaminopyridine). The solvent is C(C)(=O)OCC (ethyl acetate). Conditions: temperature -35 celsius, time 21 hour. Product: C(C)(=O)O[C@@H]1[C@H](C(N1)=O)[C@@H](C)O[Si](C)(C)C(C)(C)C ((3R,4R)-4-acetoxy-3-[(R)-1-tert-butyldimethylsilyloxyethyl]azetidin-2-one). Isolated yield 59.0%. As a reaction SMILES: [Si:1]([O:8][C@@H:9]([C@@H:11]1[C@@H:14]([O:15][Si](C)(C)C)[NH:13][C:12]1=[O:20])[CH3:10])([C:4]([CH3:7])([CH3:6])[CH3:5])([CH3:3])[CH3:2].[C:21](O)(=[O:23])[CH3:22].C(OC(=O)C)(=O)C>C(OCC)(=O)C.CN(C)C1C=CN=CC=1>[C:21]([O:15][C@H:14]1[NH:13][C:12](=[O:20])[C@@H:11]1[C@H:9]([O:8][Si:1]([C:4]([CH3:7])([CH3:6])[CH3:5])([CH3:3])[CH3:2])[CH3:10])(=[O:23])[CH3:22]. Procedure: After 156 mg of (3R,4R)-3-[(R)-1-tert-butyldimethylsilyloxyethyl]-4-trimethylsilyloxyazetidin-2-one was dissolved in 1.6 ml of ethyl acetate, the mixture was cooled to -35° C. and thereto 0.03 ml (concentration: 1.84% by volume) of acetic acid, 0.5 ml of acetic anhydride and then 30 mg (concentration: 1.36% by weight) of 4-dimethylaminopyridine were added. The mixture was stirred for 21 hours at -35° C. After completion of the reaction and the same treatment as in Example 16, it was analyzed by ... Reactants: O=C(O)c1cc2c(OCC3CCC3)cccc2[nH]1, Cl, Cl, Cl, CC1CN(CCN2CCC(N)CC2)CCC1O. RXN SMILES: [CH:1]1([CH2:5][O:6][c:7]2[c:8]3[cH:9][c:10]([C:16](=[O:17])[OH:18])[nH:11][c:12]3[cH:13][cH:14][cH:15]2)[CH2:2][CH2:3][CH2:4]1.[ClH:19].[ClH:20].[ClH:21].[NH2:22][CH:23]1[CH2:24][CH2:25][N:26]([CH2:29][CH2:30][N:31]2[CH2:32][CH:33]([CH3:38])[CH:34]([OH:37])[CH2:35][CH2:36]2)[CH2:27][CH2:28]1>>[CH:1]1([CH2:5][O:6][c:7]2[c:8]3[cH:9][c:10]([C:16](=[O:18])[NH:22][CH:23]4[CH2:24][CH2:25][N:26]([CH2:29][CH2:30][N:31]5[CH2:32][CH:33]([CH3:38])[CH:34]([OH:37])[CH2:35][CH2:36]5)[CH2:27][CH2:28]4)[nH:11][c:12]3[cH:13][cH:14][cH:15]2)[CH2:2][CH2:3][CH2:4]1. Yields the product CC1CN(CCN2CCC(NC(=O)c3cc4c(OCC5CCC5)cccc4[nH]3)CC2)CCC1O. Starting materials: CCN(C(C)C)C(C)C, [K+], [K+], O=S(=O)(Cl)N1CCCC1, O=C([O-])[O-], Cc1ccc(S(=O)(=O)n2ccc3c2ncc2nnc(C45CCC(N)(CC4)CC5)n23)cc1. The product is Cc1ccc(S(=O)(=O)n2ccc3c2ncc2nnc(C45CCC(NS(=O)(=O)N6CCCC6)(CC4)CC5)n23)cc1. As a reaction SMILES: [CH:32]([N:33]([CH2:34][CH3:35])[CH:36]([CH3:37])[CH3:38])([CH3:39])[CH3:40].[K+:50].[K+:51].[N:41]1([S:46](=[O:47])(=[O:48])[Cl:49])[CH2:42][CH2:43][CH2:44][CH2:45]1.[O-:52][C:53]([O-:54])=[O:55].[S:1](=[O:2])(=[O:3])([c:4]1[cH:5][cH:6][c:7]([CH3:8])[cH:9][cH:10]1)[n:11]1[cH:12][cH:13][c:14]2[c:15]1[n:16][cH:17][c:18]1[n:19]2[c:20]([C:23]23[CH2:24][CH2:25][C:26]([NH2:31])([CH2:27][CH2:28]2)[CH2:29][CH2:30]3)[n:21][n:22]1>>[S:1](=[O:2])(=[O:3])([c:4]1[cH:5][cH:6][c:7]([CH3:8])[cH:9][cH:10]1)[n:11]1[cH:12][cH:13][c:14]2[c:15]1[n:16][cH:17][c:18]1[n:19]2[c:20]([C:23]23[CH2:24][CH2:25][C:26]([NH:31][S:46]([N:41]4[CH2:42][CH2:43][CH2:44][CH2:45]4)(=[O:47])=[O:48])([CH2:27][CH2:28]2)[CH2:29][CH2:30]3)[n:21][n:22]1. Starting materials: CC(C)(C)OC(=O)N1CCC(CNC(=O)C(F)(F)F)CC1, O=C([O-])O, COS(C)(=O)=O, CN(C)C=O, [Na+]. Yields the product CNCC1CCN(C(=O)OC(C)(C)C)CC1. As a reaction SMILES: [C:1]([CH3:2])([CH3:3])([CH3:4])[O:5][C:6](=[O:7])[N:8]1[CH2:9][CH2:10][CH:11]([CH2:14][NH:15][C:16](=[O:17])[C:18]([F:19])([F:20])[F:21])[CH2:12][CH2:13]1.[C:28](=[O:29])([O-:30])[OH:31].[CH3:22][O:23][S:24](=[O:25])(=[O:26])[CH3:27].[CH3:33][N:34]([CH3:35])[CH:36]=[O:37].[Na+:32]>>[C:1]([CH3:2])([CH3:3])([CH3:4])[O:5][C:6](=[O:7])[N:8]1[CH2:9][CH2:10][CH:11]([CH2:14][NH:15][CH3:16])[CH2:12][CH2:13]1.